From a dataset of the Open Reaction Database (ORD), a public repository of structured organic reaction records. describe an organic reaction: reactants, conditions, products, and yield Reactants: CC(=O)O, CSc1cc(C)nc(SC)c1NC(=O)CN1CCN(CCSc2nc3ccccc3[nH]2)CC1. Yields the product CSc1nc(C)cc(S(C)=O)c1NC(=O)CN1CCN(CCSc2nc3ccccc3[nH]2)CC1. Reaction SMILES: [CH3:34][C:35]([OH:36])=[O:37].[n:1]1[c:2]([S:10][CH2:11][CH2:12][N:13]2[CH2:14][CH2:15][N:16]([CH2:19][C:20](=[O:21])[NH:22][c:23]3[c:24]([S:32][CH3:33])[n:25][c:26]([CH3:31])[cH:27][c:28]3[S:29][CH3:30])[CH2:17][CH2:18]2)[nH:3][c:4]2[c:5]1[cH:6][cH:7][cH:8][cH:9]2>>[n:1]1[c:2]([S:10][CH2:11][CH2:12][N:13]2[CH2:14][CH2:15][N:16]([CH2:19][C:20](=[O:21])[NH:22][c:23]3[c:24]([S:32][CH3:33])[n:25][c:26]([CH3:31])[cH:27][c:28]3[S:29]([CH3:30])=[O:36])[CH2:17][CH2:18]2)[nH:3][c:4]2[c:5]1[cH:6][cH:7][cH:8][cH:9]2. Reaction SMILES: [NH2:1][C@H:2]1[CH2:7][CH2:6][CH2:5][CH2:4][C@H:3]1[NH:8][C:9]1[N:14]=[C:13]([NH:15][C:16]2[CH:21]=[CH:20][C:19](C3ON=CC=3)=[CH:18][CH:17]=2)[C:12]([C:27]([NH2:29])=[O:28])=[CH:11][N:10]=1.[N:30]1(C2C=C(C=CC=2)N)[CH:34]=[N:33][N:32]=[N:31]1>>[N:30]1([C:20]2[CH:21]=[C:16]([NH:15][C:13]3[C:12]([C:27]([NH2:29])=[O:28])=[CH:11][N:10]=[C:9]([NH:8][C@@H:3]4[CH2:4][CH2:5][CH2:6][CH2:7][C@@H:2]4[NH2:1])[N:14]=3)[CH:17]=[CH:18][CH:19]=2)[CH:34]=[N:33][N:32]=[N:31]1. Yields the product N1(N=NN=C1)C=1C=C(C=CC1)NC1=NC(=NC=C1C(=O)N)N[C@H]1[C@H](CCCC1)N (4-(3-(1H-tetrazol-1-yl)phenylamino)-2-((1R,2S)-2-aminocyclohexyl amino)pyrimidine-5-carboxamide). Procedure: This compound was synthesised using the synthetic scheme described for the synthesis of compound 122, and using 3-(1H-tetrazol-1-yl)aniline in step 1. MS: 395.5 (M+H). The reactants are N[C@@H]1[C@@H](CCCC1)NC1=NC=C(C(=N1)NC1=CC=C(C=C1)C1=CC=NO1)C(=O)N (2-((1R,2S)-2-aminocyclohexylamino)-4-(4-(isoxazol-5-yl)phenylamino)pyrimidine-5-carboxamide), N1(N=NN=C1)C=1C=C(N)C=CC1 (3-(1H-tetrazol-1-yl)aniline). The reactants are FC1=CC=C(OC=2C=C(C=CC2)C2=CC(CC2)NO)C=C1 (N-[3-[3-(4-fluorophenoxy)phenyl]cyclopent-2-enyl]-N-hydroxylamine), C[Si](C)(C)N=C=O (trimethylsilyl isocyanate), C(C)O (ethanol). The solvent is C1CCOC1 (THF). Conditions: time 1 hour. The product is FC1=CC=C(OC=2C=C(C=CC2)C2=CC(CC2)N(C(=O)N)O)C=C1 (N-[3-[3-(4-Fluorophenoxy)phenyl]-2-cyclopenten-1-yl]-N-hydroxyurea). Reaction SMILES: [F:1][C:2]1[CH:21]=[CH:20][C:5]([O:6][C:7]2[CH:8]=[C:9]([C:13]3[CH2:17][CH2:16][CH:15]([NH:18][OH:19])[CH:14]=3)[CH:10]=[CH:11][CH:12]=2)=[CH:4][CH:3]=1.C[Si]([N:26]=[C:27]=[O:28])(C)C.C(O)C>C1COCC1>[F:1][C:2]1[CH:3]=[CH:4][C:5]([O:6][C:7]2[CH:8]=[C:9]([C:13]3[CH2:17][CH2:16][CH:15]([N:18]([OH:19])[C:27]([NH2:26])=[O:28])[CH:14]=3)[CH:10]=[CH:11][CH:12]=2)=[CH:20][CH:21]=1. Procedure: To a stirred solution of N-[3-[3-(4-fluorophenoxy)phenyl]cyclopent-2-enyl]-N-hydroxylamine (1.07 g; 3.75 mM) in dry THF (10 ml) was added trimethylsilyl isocyanate (0.76 g; 5.63 mM) at room temperature. After stirring for 1 hr, ethanol (10 ml) was added. Volatiles were removed, and the resulting solids were recrystallized from ethyl acetate-n-hexane to give 0.6 g (y. 28%) of the subtitle compound [G] as colorless solids.